Dataset: the Open Reaction Database (ORD), a public repository of structured organic reaction records. Task: describe an organic reaction: reactants, conditions, products, and yield Run in C(C)O (ethanol), O (water), O (water), O (water), O (water). The product is CC(C)C=1C=C2C(C(NC2=CC1)=O)=O (5-(1-Methylethyl)-1H-indole-2,3-dione). Procedure details: 4-(1-Methylethyl)-aniline (6.75 g) was dissolved in water (30 ml) containing concentrated hydrochloric acid (4.4 ml). Hydroxylamine hydrochloride (16.9 g) in water (48 ml) and sodium sulphate decahydrate (100 g) in water (120 ml) were added, followed by chloral hydrate (16.5 g) in ethanol (180 ml). The reaction mixture was heated under reflux for 3 hours, then poured into water. The solid isonitroso-acetanilide intermediate was collected by filtration, washed and dried. This material was cooled ... Run at temperature 80 celsius. The reactants are CC(C)C1=CC=C(N)C=C1 (4-(1-Methylethyl)-aniline), Cl (hydrochloric acid), ClC(C(O)O)(Cl)Cl (chloral hydrate), Cl.NO (Hydroxylamine hydrochloride), O.O.O.O.O.O.O.O.O.O.S(=O)(=O)([O-])[O-].[Na+].[Na+] (sodium sulphate decahydrate). Reaction SMILES: [CH3:1][CH:2]([C:4]1[CH:10]=[CH:9][C:7]([NH2:8])=[CH:6][CH:5]=1)[CH3:3].Cl.Cl.N[OH:14].O.O.O.O.O.O.O.O.O.O.S([O-])([O-])(=O)=O.[Na+].[Na+].Cl[C:33](Cl)(Cl)[CH:34]([OH:36])O>O.C(O)C>[CH3:1][CH:2]([C:4]1[CH:5]=[C:6]2[C:7](=[CH:9][CH:10]=1)[NH:8][C:33](=[O:14])[C:34]2=[O:36])[CH3:3] |f:2.3,4.5.6.7.8.9.10.11.12.13.14.15.16|.